Dataset: the Open Reaction Database (ORD), a public repository of structured organic reaction records. Task: describe an organic reaction: reactants, conditions, products, and yield The reactants are CN(C)C=O, [H][H], O=C(O)c1cc2cc([N+](=O)[O-])ccc2[nH]c1=O. Product: Nc1ccc2[nH]c(=O)c(C(=O)O)cc2c1. RXN SMILES: [CH3:20][N:21]([CH3:22])[CH:23]=[O:24].[H:18][H:19].[N+:1]([O-:2])(=[O:3])[c:4]1[cH:5][c:6]2[cH:7][c:8]([C:15](=[O:16])[OH:17])[c:9](=[O:14])[nH:10][c:11]2[cH:12][cH:13]1>>[NH2:1][c:4]1[cH:5][c:6]2[cH:7][c:8]([C:15](=[O:16])[OH:17])[c:9](=[O:14])[nH:10][c:11]2[cH:12][cH:13]1.